Dataset: the Open Reaction Database (ORD), a public repository of structured organic reaction records. Task: describe an organic reaction: reactants, conditions, products, and yield Starting materials: CS(C)=O, COc1ccc(N)nc1, CCOC(=O)N=C=S. Product: CCOC(=O)NC(=S)Nc1ccc(OC)cn1. Reaction SMILES: [CH3:18][S:19]([CH3:20])=[O:21].[CH3:1][O:2][c:3]1[cH:4][cH:5][c:6]([NH2:9])[n:7][cH:8]1.[N:10](=[C:11]=[S:12])[C:13](=[O:14])[O:15][CH2:16][CH3:17]>>[CH3:1][O:2][c:3]1[cH:4][cH:5][c:6]([NH:9][C:11]([NH:10][C:13](=[O:14])[O:15][CH2:16][CH3:17])=[S:12])[n:7][cH:8]1. The product is C(C)OC(=O)C12CCC(CC1)(CC2)NCC(=O)N2[C@@H](C[C@@H](C2)F)C#N ((2S,4S)-1-[2-[(4-ethoxycarbonylbicyclo[2.2.2]oct-1-yl)amino]acetyl]-4-fluoropyrrolidine-2-carbonitrile). Reported procedure: Using (2S,4S)-1-[2-[(4-ethoxycarbonylbicyclo[2.2.2]oct-1-yl)amino]acetyl]-4-fluoropyrrolidine-2-carboxamide (3.70 g), trichloroacetic anhydride (1.9 mL) as a dehydrating agent and trifluoroacetic acid (0.78 mL) as an acid, a white powder of (2S,4S)-1-[2-[(4-ethoxycarbonylbicyclo[2.2.2]oct-1-yl)amino]acetyl]-4-fluoropyrrolidine-2-carbonitrile was obtained (obtained amount: 2.86 g, yield: 81%) by the same method of Example 1. Isolated yield 81.0%. RXN SMILES: [CH2:1]([O:3][C:4]([C:6]12[CH2:13][CH2:12][C:9]([NH:14][CH2:15][C:16]([N:18]3[CH2:22][C@@H:21]([F:23])[CH2:20][C@H:19]3[C:24]([NH2:26])=O)=[O:17])([CH2:10][CH2:11]1)[CH2:8][CH2:7]2)=[O:5])[CH3:2].ClC(Cl)(Cl)C(OC(=O)C(Cl)(Cl)Cl)=O.FC(F)(F)C(O)=O>>[CH2:1]([O:3][C:4]([C:6]12[CH2:13][CH2:12][C:9]([NH:14][CH2:15][C:16]([N:18]3[CH2:22][C@@H:21]([F:23])[CH2:20][C@H:19]3[C:24]#[N:26])=[O:17])([CH2:10][CH2:11]1)[CH2:8][CH2:7]2)=[O:5])[CH3:2]. The reactants are C(C)OC(=O)C12CCC(CC1)(CC2)NCC(=O)N2[C@@H](C[C@@H](C2)F)C(=O)N ((2S,4S)-1-[2-[(4-ethoxycarbonylbicyclo[2.2.2]oct-1-yl)amino]acetyl]-4-fluoropyrrolidine-2-carboxamide), ClC(C(=O)OC(C(Cl)(Cl)Cl)=O)(Cl)Cl (trichloroacetic anhydride), FC(C(=O)O)(F)F (trifluoroacetic acid). The reactants are CCCCC(C(=O)O)C(=O)O, C1CCNCC1, Cl, Cc1cc(C=O)ccc1F, c1ccncc1. Yields the product CCCCC(=Cc1ccc(F)c(C)c1)C(=O)O. As a reaction SMILES: [CH2:1]([CH2:2][CH2:3][CH3:4])[CH:5]([C:6](=[O:7])[OH:8])[C:9]([OH:10])=[O:11].[CH2:22]1[CH2:23][CH2:24][NH:25][CH2:26][CH2:27]1.[ClH:28].[F:12][c:13]1[c:14]([CH3:21])[cH:15][c:16]([CH:17]=[O:18])[cH:19][cH:20]1.[cH:29]1[cH:30][cH:31][n:32][cH:33][cH:34]1>>[CH2:1]([CH2:2][CH2:3][CH3:4])[C:5]([C:6](=[O:7])[OH:8])=[CH:17][c:16]1[cH:15][c:14]([CH3:21])[c:13]([F:12])[cH:20][cH:19]1. Starting materials: NC[C@@H]1CC[C@H](CC1)C(=O)O (trans-4-aminomethyl-cyclohexanecarboxylic acid), FC(COC1=C(C=C(C=C1)OCC(F)(F)F)S(=O)(=O)Cl)(F)F (2,5-bis(2,2,2-trifluoroethoxy)benzenesulfonyl chloride). Solvent: C1CCOC1 (THF), [OH-].[Na+] (sodium hydroxide), C1CCOC1 (THF). Run at time 2 hour. Product: FC(COC1=C(C=C(C=C1)OCC(F)(F)F)S(=O)(=O)NC[C@@H]1CC[C@H](CC1)C(=O)O)(F)F (trans-4-{[2,5-bis-(2,2,2-trifluoro-ethoxy)-benzenesulfonylamino]-methyl}-cyclohexanecarboxylic acid). Yield: 56.7%. As a reaction SMILES: [NH2:1][CH2:2][C@H:3]1[CH2:8][CH2:7][C@H:6]([C:9]([OH:11])=[O:10])[CH2:5][CH2:4]1.[F:12][C:13]([F:33])([F:32])[CH2:14][O:15][C:16]1[CH:21]=[CH:20][C:19]([O:22][CH2:23][C:24]([F:27])([F:26])[F:25])=[CH:18][C:17]=1[S:28](Cl)(=[O:30])=[O:29]>C1COCC1.[OH-].[Na+]>[F:33][C:13]([F:12])([F:32])[CH2:14][O:15][C:16]1[CH:21]=[CH:20][C:19]([O:22][CH2:23][C:24]([F:25])([F:26])[F:27])=[CH:18][C:17]=1[S:28]([NH:1][CH2:2][C@H:3]1[CH2:4][CH2:5][C@H:6]([C:9]([OH:11])=[O:10])[CH2:7][CH2:8]1)(=[O:30])=[O:29] |f:3.4|. Procedure: To a solution of trans-4-aminomethyl-cyclohexanecarboxylic acid (1.5 g, 10 mmol) in THF (10 mL) and 1 M aqueous sodium hydroxide (27 mL) was added a solution of 2,5-bis(2,2,2-trifluoroethoxy)benzenesulfonyl chloride (3.8 g, 10.25 mmol) in THF (10 mL) dropwise and the mixture was stirred at ambient temperature for 2 hr. The resulting mixture was concentrated and 1 M aqueous HCl (22.5 mL) was added. The resulting precipitate was filtered, washed with water and hexanes to give trans-4-{[2,5-bis-(2,...